From a dataset of the Open Reaction Database (ORD), a public repository of structured organic reaction records. describe an organic reaction: reactants, conditions, products, and yield Starting materials: ClCCOCCN1C(C(N=C(C2=C1C=CC=C2)C2=CC=CC=C2)NC(=O)C=2NC1=CC=CC=C1C2)=O ((3RS)-1-[2-(2-chloroethoxy)ethyl]-1,3-dihydro-3-(2-indolylcarbonylamino)-5-phenyl-2H-1,4-benzodiazepine-2-one), C1(C=2C(C(N1)=O)=CC=CC2)=O.[K] (potassium phthalimide), CN(C=O)C (N,N-dimethylformamide). Run in O (water). Reaction conditions: time 7 hour. Product: C1(C=2C(C(N1CCOCCN1C(C(N=C(C3=C1C=CC=C3)C3=CC=CC=C3)NC(=O)C=3NC1=CC=CC=C1C3)=O)=O)=CC=CC2)=O ((3RS)-1-[2-(2-phthalimidoethoxy)ethyl]-1,3-dihydro-3-(2-indolylcarbonylamino)-5-phenyl-2H-1,4-benzodiazepine-2-one). The yield is 105.3%. Reaction SMILES: Cl[CH2:2][CH2:3][O:4][CH2:5][CH2:6][N:7]1[C:13]2[CH:14]=[CH:15][CH:16]=[CH:17][C:12]=2[C:11]([C:18]2[CH:23]=[CH:22][CH:21]=[CH:20][CH:19]=2)=[N:10][CH:9]([NH:24][C:25]([C:27]2[NH:28][C:29]3[C:34]([CH:35]=2)=[CH:33][CH:32]=[CH:31][CH:30]=3)=[O:26])[C:8]1=[O:36].[C:37]1(=[O:47])[NH:41][C:40](=[O:42])[C:39]2=[CH:43][CH:44]=[CH:45][CH:46]=[C:38]12.[K].CN(C)C=O>O>[C:37]1(=[O:47])[N:41]([CH2:2][CH2:3][O:4][CH2:5][CH2:6][N:7]2[C:13]3[CH:14]=[CH:15][CH:16]=[CH:17][C:12]=3[C:11]([C:18]3[CH:23]=[CH:22][CH:21]=[CH:20][CH:19]=3)=[N:10][CH:9]([NH:24][C:25]([C:27]3[NH:28][C:29]4[C:34]([CH:35]=3)=[CH:33][CH:32]=[CH:31][CH:30]=4)=[O:26])[C:8]2=[O:36])[C:40](=[O:42])[C:39]2=[CH:43][CH:44]=[CH:45][CH:46]=[C:38]12 |f:1.2,^1:47|. Procedure: A mixture of (3RS)-1-[2-(2-chloroethoxy)ethyl]-1,3-dihydro-3-(2-indolylcarbonylamino)-5-phenyl-2H-1,4-benzodiazepine-2-one (700 mg), potassium phthalimide (610 mg) and N,N-dimethylformamide (5 ml) was stirred for 7 hours at 80°-90° C. The reaction mixture was poured into a cold water (100 ml) and extracted with ethyl acetate. The extract was washed with water, dried over magnesium sulfate and evaporated to give (3RS)-1-[2-(2-phthalimidoethoxy)ethyl]-1,3-dihydro-3-(2-indolylcarbonylamino)-5-pheny... The reactants are C(=O)(OC)NC(NC=1C=C(C(=O)C2=CC=CC=C2)C=CC1N)=S (3-(3-carbomethoxythioureido)-4-aminobenzophenone), [N+](=O)([O-])C1=CC=C(C(=O)Cl)C=C1 (p-nitrobenzoyl chloride). Run in C1(=CC=CC=C1)C (toluene). Yields the product C(=O)(OC)NC(NC=1C=C(C(=O)C2=CC=CC=C2)C=CC1NC(C1=CC=C(C=C1)[N+](=O)[O-])=O)=S (3-(3-carbomethoxythioureido)-4-p-nitrobenzamidobenzophenone). The yield is 87.0%. As a reaction SMILES: [C:1]([NH:5][C:6](=[S:23])[NH:7][C:8]1[CH:9]=[C:10]([CH:19]=[CH:20][C:21]=1[NH2:22])[C:11]([C:13]1[CH:18]=[CH:17][CH:16]=[CH:15][CH:14]=1)=[O:12])([O:3][CH3:4])=[O:2].[N+:24]([C:27]1[CH:35]=[CH:34][C:30]([C:31](Cl)=[O:32])=[CH:29][CH:28]=1)([O-:26])=[O:25]>C1(C)C=CC=CC=1>[C:1]([NH:5][C:6](=[S:23])[NH:7][C:8]1[CH:9]=[C:10]([CH:19]=[CH:20][C:21]=1[NH:22][C:31](=[O:32])[C:30]1[CH:29]=[CH:28][C:27]([N+:24]([O-:26])=[O:25])=[CH:35][CH:34]=1)[C:11]([C:13]1[CH:18]=[CH:17][CH:16]=[CH:15][CH:14]=1)=[O:12])([O:3][CH3:4])=[O:2]. Procedure: To a suspension of 3-(3-carbomethoxythioureido)-4-aminobenzophenone (3.29 g.) in toluene (200 ml.) is added p-nitrobenzoyl chloride (1.86 g.). The mixture is refluxed for 18 hours and then cooled to room temperature. The precipitate is collected by filtration, washed with hexane and dried to afford 4.15 g. (87% yield) of 3-(3-carbomethoxythioureido)-4-p-nitrobenzamidobenzophenone, m.p. 205° C., dec. at 210° C. As a reaction SMILES: [Br:1][C:2]1[CH:7]=[C:6]([F:8])[CH:5]=[CH:4][C:3]=1[OH:9].[C:10]([C:12]1[CH:13]=[C:14]([S:19]([NH:22][C:23]2[S:27][N:26]=[CH:25][N:24]=2)(=[O:21])=[O:20])[CH:15]=[CH:16][C:17]=1F)#[N:11]>>[Br:1][C:2]1[CH:7]=[C:6]([F:8])[CH:5]=[CH:4][C:3]=1[O:9][C:17]1[CH:16]=[CH:15][C:14]([S:19]([NH:22][C:23]2[S:27][N:26]=[CH:25][N:24]=2)(=[O:21])=[O:20])=[CH:13][C:12]=1[C:10]#[N:11]. Reactants: BrC1=C(C=CC(=C1)F)O (2-bromo-4-fluorophenol), C(#N)C=1C=C(C=CC1F)S(=O)(=O)NC1=NC=NS1 (3-cyano-4-fluoro-N-(1,2,4-thiadiazol-5-yl)benzenesulfonamide). Product: BrC1=C(OC2=C(C=C(C=C2)S(=O)(=O)NC2=NC=NS2)C#N)C=CC(=C1)F (4-(2-bromo-4-fluoro-phenoxy)-3-cyano-N-[1,2,4]thiadiazol-5-ylbenzenesulfonamide). Reported procedure: Prepared according to the process of Preparation 51, using 2-bromo-4-fluorophenol and 3-cyano-4-fluoro-N-(1,2,4-thiadiazol-5-yl)benzenesulfonamide (Preparation 65). LCMS Rt=3.01 min MS m/z 284 [MH]+ 1HNMR (d6-DMSO): δ 6.8 (m, 1H), 7.4 (m, 1H), 7.6 (m, 1H), 7.8 (m, 1H), 8.0 (m, 1H), 8.3 (m, 1H), 8.5 (s, 1H). The reactants are C[C@H]1[C@@H](CN(C1)CC=1C=NC(=NC1)C)C=1NC(C2=C(N1)N(N=C2)C2CCOCC2)=O (6-{(3S,4S)-4-methyl-1-[(2-methylpyrimidin-5-yl)methyl]pyrrolidin-3-yl}-1-(tetrahydro-2H-pyran-4-yl)-1,5-dihydro-4H-pyrazolo[3,4-d]pyrimidin-4-one), COC1=NC=C(C=O)C=C1 (6-methoxynicotinaldehyde), Cl.C(C)[C@H]1[C@@H](CNC1)C=1NC(C2=C(N1)N(N=C2)C2CCOCC2)=O (6-[(3S,4S)-4-ethylpyrrolidin-3-yl]-1-(tetrahydro-2H-pyran-4-yl)-1H-pyrazolo[3,4-d]pyrimidin-4(5H)-one hydrogen chloride), C(#N)[BH3-].[Na+] (sodium cyanoborohydride). The product is C(C)[C@H]1[C@@H](CN(C1)CC=1C=NC(=CC1)OC)C=1NC(C2=C(N1)N(N=C2)C2CCOCC2)=O (6-{(3S,4S)-4-ethyl-1-[(6-methoxypyridin-3-yl)methyl]pyrrolidin-3-yl}-1-(tetrahydro-2H-pyran-4-yl)-1,5-dihydro-4H-pyrazolo[3,4-d]pyrimidin-4-one). RXN SMILES: C[C@@H]1CN(CC2C=NC(C)=NC=2)C[C@H]1C1NC(=O)C2C=NN(C3CCOCC3)C=2N=1.Cl.[CH2:32]([C@@H:34]1[CH2:38][NH:37][CH2:36][C@H:35]1[C:39]1[NH:40][C:41](=[O:54])[C:42]2[CH:47]=[N:46][N:45]([CH:48]3[CH2:53][CH2:52][O:51][CH2:50][CH2:49]3)[C:43]=2[N:44]=1)[CH3:33].C([BH3-])#N.[Na+].[CH3:59][O:60][C:61]1[CH:68]=[CH:67][C:64]([CH:65]=O)=[CH:63][N:62]=1>>[CH2:32]([C@@H:34]1[CH2:38][N:37]([CH2:65][C:64]2[CH:63]=[N:62][C:61]([O:60][CH3:59])=[CH:68][CH:67]=2)[CH2:36][C@H:35]1[C:39]1[NH:40][C:41](=[O:54])[C:42]2[CH:47]=[N:46][N:45]([CH:48]3[CH2:49][CH2:50][O:51][CH2:52][CH2:53]3)[C:43]=2[N:44]=1)[CH3:33] |f:1.2,3.4|. Procedure: Following the procedure for the preparation of 6-{(3S,4S)-4-methyl-1-[(2-methylpyrimidin-5-yl)methyl]pyrrolidin-3-yl}-1-(tetrahydro-2H-pyran-4-yl)-1,5-dihydro-4H-pyrazolo[3,4-d]pyrimidin-4-one but substituting 6-[(3S,4S)-4-ethylpyrrolidin-3-yl]-1-(tetrahydro-2H-pyran-4-yl)-1H-pyrazolo[3,4-d]pyrimidin-4(5H)-one hydrogen chloride, sodium cyanoborohydride and 6-methoxynicotinaldehyde provided the title compound. 400 MHz 1H NMR (CDCl3) δ 8.04 (d, J=2.1 Hz, 1H), 8.02 (s, 1H), 7.73-7.71 (m, 1H), 6.78 ...